Dataset: the Open Reaction Database (ORD), a public repository of structured organic reaction records. Task: describe an organic reaction: reactants, conditions, products, and yield Product: COc1ncccc1-c1cc(N)c(OC)c(C(C)(C)C)c1. Starting materials: COc1ncccc1-c1cc([N+](=O)[O-])c(OC)c(C(C)(C)C)c1, CCOC(C)=O, CO. As a reaction SMILES: [C:1]([CH3:2])([CH3:3])([CH3:4])[c:5]1[cH:6][c:7](-[c:16]2[c:17]([O:22][CH3:23])[n:18][cH:19][cH:20][cH:21]2)[cH:8][c:9]([N+:13]([O-:14])=[O:15])[c:10]1[O:11][CH3:12].[CH3:24][CH2:25][O:26][C:27]([CH3:28])=[O:29].[CH3:30][OH:31]>>[C:1]([CH3:2])([CH3:3])([CH3:4])[c:5]1[cH:6][c:7](-[c:16]2[c:17]([O:22][CH3:23])[n:18][cH:19][cH:20][cH:21]2)[cH:8][c:9]([NH2:13])[c:10]1[O:11][CH3:12]. The reactants are COc1cc(CO)c(OC)c2ccccc12, ClCCl, O=[Mn]=O. Product: COc1cc(C=O)c(OC)c2ccccc12. As a reaction SMILES: [CH3:1][O:2][c:3]1[c:4]([CH2:15][OH:16])[cH:5][c:6]([O:13][CH3:14])[c:7]2[cH:8][cH:9][cH:10][cH:11][c:12]12.[Cl:17][CH2:18][Cl:19].[O:20]=[Mn:21]=[O:22]>>[CH3:1][O:2][c:3]1[c:4]([CH:15]=[O:16])[cH:5][c:6]([O:13][CH3:14])[c:7]2[cH:8][cH:9][cH:10][cH:11][c:12]12. Starting materials: CCCN, Cc1ccc2c(n1)C(=O)N(c1c(Cl)ccc(C)c1C#N)C2=O, C1CCOC1. Yields the product CCCNC(=O)c1nc(C)ccc1C(=O)Nc1c(Cl)ccc(C)c1C#N. As a reaction SMILES: [CH2:1]([CH2:2][CH3:3])[NH2:4].[Cl:5][c:6]1[cH:7][cH:8][c:9]([CH3:26])[c:10]([C:24]#[N:25])[c:11]1[N:12]1[C:13](=[O:14])[c:15]2[n:16][c:17]([CH3:23])[cH:18][cH:19][c:20]2[C:21]1=[O:22].[O:27]1[CH2:28][CH2:29][CH2:30][CH2:31]1>>[CH2:1]([CH2:2][CH3:3])[NH:4][C:13](=[O:14])[c:15]1[n:16][c:17]([CH3:23])[cH:18][cH:19][c:20]1[C:21]([NH:12][c:11]1[c:6]([Cl:5])[cH:7][cH:8][c:9]([CH3:26])[c:10]1[C:24]#[N:25])=[O:22]. Starting materials: CCOC(=O)c1[nH]c(C)c(C(=O)C(=O)N2CCN(c3cccc(C(F)(F)F)c3)CC2)c1C, CCO, O. Yields the product Cc1[nH]c(C(=O)O)c(C)c1C(=O)C(=O)N1CCN(c2cccc(C(F)(F)F)c2)CC1. As a reaction SMILES: [CH2:1]([CH3:2])[O:3][C:4](=[O:5])[c:6]1[nH:7][c:8]([CH3:32])[c:9]([C:12]([C:13]([N:14]2[CH2:15][CH2:16][N:17]([c:20]3[cH:21][c:22]([C:26]([F:27])([F:28])[F:29])[cH:23][cH:24][cH:25]3)[CH2:18][CH2:19]2)=[O:30])=[O:31])[c:10]1[CH3:11].[CH3:34][CH2:35][OH:36].[OH2:33]>>[O:3]=[C:4]([OH:5])[c:6]1[nH:7][c:8]([CH3:32])[c:9]([C:12]([C:13]([N:14]2[CH2:15][CH2:16][N:17]([c:20]3[cH:21][c:22]([C:26]([F:27])([F:28])[F:29])[cH:23][cH:24][cH:25]3)[CH2:18][CH2:19]2)=[O:30])=[O:31])[c:10]1[CH3:11]. Starting materials: C(C)(=O)[O-].[NH4+] (ammonium acetate), [OH-].[Na+] (sodium hydroxide), C(C)OC([C@H](O)[C@@H](O)C(=O)OCC)=O (L-tartaric acid diethyl ester), BrN1C(=O)N(C(=O)C1(C)C)Br (1,3-dibromo-5,5-dimethylhydantoin), C=O (formaldehyde). Run in C(C)(=O)O (acetic acid), C(C)(=O)OCC (ethyl acetate). Conditions: time 3 hour. The product is N1C=NC(=C1C(=O)OCC)C(=O)OCC (Diethyl 1H-imidazole-4,5-dicarboxylate). Reaction SMILES: [CH2:1]([O:3][C:4](=[O:14])[C@@H:5]([C@H:7]([C:9]([O:11][CH2:12][CH3:13])=[O:10])O)O)[CH3:2].Br[N:16]1C(C)(C)C(=O)[N:19](Br)[C:17]1=O.C=O.C([O-])(=O)C.[NH4+].[OH-].[Na+]>C(OCC)(=O)C.C(O)(=O)C>[NH:16]1[C:5]([C:4]([O:3][CH2:1][CH3:2])=[O:14])=[C:7]([C:9]([O:11][CH2:12][CH3:13])=[O:10])[N:19]=[CH:17]1 |f:3.4,5.6|. Reported procedure: To a solution of L-tartaric acid diethyl ester (2.0 g) in ethyl acetate (34.2 ml), 1,3-dibromo-5,5-dimethylhydantoin (3.3 g) was added, and the reaction solution was stirred at room temperature for 3 hours. To the reaction solution, acetic acid (17 ml) was added, and subsequently 36% aqueous formaldehyde solution (3.45 ml) was added under ice cooling at the internal temperature of 10° C. or below, followed by addition of ammonium acetate (17.2 g) at an internal temperature of 10° C. or below. Th... Starting materials: CCO, Cl, [Na+], [OH-], O, COc1cc(COc2nn(-c3ccccc3)cc2CC#N)ccc1OCc1nc(-c2ccco2)oc1C. Product: COc1cc(COc2nn(-c3ccccc3)cc2CC(=O)O)ccc1OCc1nc(-c2ccco2)oc1C. RXN SMILES: [CH3:38][CH2:39][OH:40].[ClH:43].[Na+:42].[OH-:41].[OH2:44].[o:1]1[c:2](-[c:6]2[o:7][c:8]([CH3:37])[c:9]([CH2:11][O:12][c:13]3[c:14]([O:35][CH3:36])[cH:15][c:16]([CH2:17][O:18][c:19]4[n:20][n:21](-[c:27]5[cH:28][cH:29][cH:30][cH:31][cH:32]5)[cH:22][c:23]4[CH2:24][C:25]#[N:26])[cH:33][cH:34]3)[n:10]2)[cH:3][cH:4][cH:5]1>>[o:1]1[c:2](-[c:6]2[o:7][c:8]([CH3:37])[c:9]([CH2:11][O:12][c:13]3[c:14]([O:35][CH3:36])[cH:15][c:16]([CH2:17][O:18][c:19]4[n:20][n:21](-[c:27]5[cH:28][cH:29][cH:30][cH:31][cH:32]5)[cH:22][c:23]4[CH2:24][C:25](=[O:41])[OH:44])[cH:33][cH:34]3)[n:10]2)[cH:3][cH:4][cH:5]1. The reactants are [N+](=O)([O-])C1=CC=C(C=C1)C(C)=O (4′-nitroacetophenone), C(=O)[O-].[NH4+] (ammonium formate), C(C)(=O)O (acetic acid). The reagents and catalysts are [Ir] (iridium). Solvent: CO (methanol). Reaction conditions: temperature 60 celsius. Product: crude product, [N+](=O)([O-])C1=CC=C(C=C1)C(C)N (1-(4′-nitrophenyl)ethylamine). As a reaction SMILES: [N+:1]([C:4]1[CH:9]=[CH:8][C:7]([C:10](=O)[CH3:11])=[CH:6][CH:5]=1)([O-:3])=[O:2].C([O-])=O.[NH4+:16].C(O)(=O)C>[Ir].CO>[N+:1]([C:4]1[CH:9]=[CH:8][C:7]([CH:10]([NH2:16])[CH3:11])=[CH:6][CH:5]=1)([O-:3])=[O:2] |f:1.2|. Procedure: 826 mg (5.0 mmol) of 4′-nitroacetophenone (MW: 165.15), 946 mg (15.0 mmol) of ammonium formate (MW: 63.06) and 5.90 mg (0.01 mmol, S/C=500) of the iridium catalyst Ir-7 (MW: 590.13) were introduced in a 20-mL Schlenk tube, and subjected to argon-gas replacement. To this, 5 mL of dehydrated methanol and 286 μL (5.0 mmol) of acetic acid were added and stirred while heating at 60° C. for 3 hr. After distillation of the solvent, a saturated sodium hydrogen carbonate solution was added, then a produc... The reactants are ClC1=C(C(=CC(=C1)Cl)Cl)N1C(NC(=CC1=O)O)=O (3-(2,4,6-trichlorophenyl)-6-hydroxy-2,4(1H,3H)-pyrimidinedione), P(Br)(Br)Br (phosphorus tribromide), ice water. Solvent: N1=CC=CC=C1 (pyridine). Run at temperature 0 celsius. Product: ClC1=C(C(=CC(=C1)Cl)Cl)N1C(NC(=CC1=O)Br)=O (3-(2,4,6-trichlorophenyl)-6-bromo-2,4(1H,3H)-pyrimidinedione). Reaction SMILES: P(Br)(Br)[Br:2].[Cl:5][C:6]1[CH:11]=[C:10]([Cl:12])[CH:9]=[C:8]([Cl:13])[C:7]=1[N:14]1[C:19](=[O:20])[CH:18]=[C:17](O)[NH:16][C:15]1=[O:22]>N1C=CC=CC=1>[Cl:5][C:6]1[CH:11]=[C:10]([Cl:12])[CH:9]=[C:8]([Cl:13])[C:7]=1[N:14]1[C:19](=[O:20])[CH:18]=[C:17]([Br:2])[NH:16][C:15]1=[O:22]. Procedure: 10 ml of phosphorus tribromide was added dropwise to 0.60 g of pyridine with stirring at 0° C. and, after stirring this solution at 0° C. for 15 minutes, 1.6 g of the obtained 3-(2,4,6-trichlorophenyl)-6-hydroxy-2,4(1H,3H)-pyrimidinedione was added thereto. The mixed solution was stirred at 80° C. for 3 hours, then added into ice water and extracted with 100 ml of ethyl acetate. The obtained organic layer was dried over anhydrous sodium sulfate and then the solvent was distilled away under reduc... Reactants: ClCCl, CN(C)CCO, N#Cc1cnc2cc3ccc(O)cc3cc2c1Nc1ccc(Cl)cc1Cl, CCOC(=O)N=NC(=O)OCC, c1ccc(P(c2ccccc2)c2ccccc2)cc1. Yields the product CN(C)CCOc1ccc2cc3ncc(C#N)c(Nc4ccc(Cl)cc4Cl)c3cc2c1. RXN SMILES: [CH2:64]([Cl:65])[Cl:66].[CH3:46][N:47]([CH2:48][CH2:49][OH:50])[CH3:51].[Cl:1][c:2]1[c:3]([NH:4][c:5]2[c:6]([C:20]#[N:21])[cH:7][n:8][c:9]3[cH:10][c:11]4[c:12]([cH:13][c:14]23)[cH:15][c:16]([OH:19])[cH:17][cH:18]4)[cH:22][cH:23][c:24]([Cl:26])[cH:25]1.[O:52]=[C:53]([O:54][CH2:55][CH3:56])[N:57]=[N:58][C:59]([O:60][CH2:61][CH3:62])=[O:63].[c:27]1([P:28]([c:29]2[cH:30][cH:31][cH:32][cH:33][cH:34]2)[c:35]2[cH:36][cH:37][cH:38][cH:39][cH:40]2)[cH:41][cH:42][cH:43][cH:44][cH:45]1>>[Cl:1][c:2]1[c:3]([NH:4][c:5]2[c:6]([C:20]#[N:21])[cH:7][n:8][c:9]3[cH:10][c:11]4[c:12]([cH:13][c:14]23)[cH:15][c:16]([O:19][CH2:49][CH2:48][N:47]([CH3:46])[CH3:51])[cH:17][cH:18]4)[cH:22][cH:23][c:24]([Cl:26])[cH:25]1. The reactants are C(CC(F)(F)F)C=O, CC1=CN=C(C=C1)N, [C-]#[N+]C1CCCCC1. Reagents/catalysts: O=C(O)C(F)(F)F (trifluoroacetic acid). Solvent: CC(C)O (isopropyl alcohol), CC(C)O (isopropylalcohol). Conditions: temperature 22 celsius, time 20 hour. The product is Cc1ccc2nc(CCC(F)(F)F)c(NC3CCCCC3)n2c1. The yield is 0.0%. Reaction SMILES: CC1=CC=C(N)N=C1.[C-]#[N+]C1CCCCC1.FC(F)(F)CCC=O>>CC1=CN2C(C=C1)=NC(CCC(F)(F)F)=C2NC1CCCCC1.